This data is from the Open Reaction Database (ORD), a public repository of structured organic reaction records. The task is: describe an organic reaction: reactants, conditions, products, and yield Starting materials: ClC=1C=C(CC(C(=O)O)(C)C2=CC=C(C=C2)Cl)C=CC1 (2-(3-chlorobenzyl)-2-(4-chlorophenyl)propionic acid), S(=O)(Cl)Cl (thionyl chloride). The solvent is CCCCCC (hexane). Run at time 2 hour. The product is ClC=1C=C2CC(C(C2=CC1)=O)(C)C1=CC=C(C=C1)Cl (5-chloro-2-(4-chlorophenyl)-2-methyl-2,3-dihydro-1H-inden-1-one). The yield is 76.5%. As a reaction SMILES: [Cl:1][C:2]1[CH:3]=[C:4]([CH:18]=[CH:19][CH:20]=1)[CH2:5][C:6]([C:11]1[CH:16]=[CH:15][C:14]([Cl:17])=[CH:13][CH:12]=1)([CH3:10])[C:7]([OH:9])=O.S(Cl)(Cl)=O>CCCCCC>[Cl:1][C:2]1[CH:3]=[C:4]2[C:18](=[CH:19][CH:20]=1)[C:7](=[O:9])[C:6]([C:11]1[CH:16]=[CH:15][C:14]([Cl:17])=[CH:13][CH:12]=1)([CH3:10])[CH2:5]2. Reported procedure: A solution of 2-(3-chlorobenzyl)-2-(4-chlorophenyl)propionic acid (10 g) which had been prepared in paragraph 2), and thionyl chloride (14 g) in hexane (100 ml) was heated under reflux for 5 hours. After cooling to room temperature, the reaction mixture was concentrated under reduced pressure. The resulting residue was dissolved in carbon disulfide (100 ml), and the solution was cooled with ice, to which anhydrous aluminum chloride (4.2 g) was added in three portions at intervals of 15 minutes. ...